This data is from the Open Reaction Database (ORD), a public repository of structured organic reaction records. The task is: describe an organic reaction: reactants, conditions, products, and yield Reactants: O=C(O)c1cn(-c2ccc(F)cc2F)c2cc(N3CC4CC3CN4)c(F)cc2c1=O, O=CO, CN(C)C=O. Yields the product O=CN1CC2CC1CN2c1cc2c(cc1F)c(=O)c(C(=O)O)cn2-c1ccc(F)cc1F. RXN SMILES: [CH:1]12[N:2]([c:8]3[c:9]([F:30])[cH:10][c:11]4[c:12](=[O:29])[c:13]([C:26](=[O:27])[OH:28])[cH:14][n:15](-[c:18]5[c:19]([F:25])[cH:20][c:21]([F:24])[cH:22][cH:23]5)[c:16]4[cH:17]3)[CH2:3][CH:4]([NH:5][CH2:6]1)[CH2:7]2.[CH:31](=[O:32])[OH:33].[O:34]=[CH:35][N:36]([CH3:37])[CH3:38]>>[CH:1]12[N:2]([c:8]3[c:9]([F:30])[cH:10][c:11]4[c:12](=[O:29])[c:13]([C:26](=[O:27])[OH:28])[cH:14][n:15](-[c:18]5[c:19]([F:25])[cH:20][c:21]([F:24])[cH:22][cH:23]5)[c:16]4[cH:17]3)[CH2:3][CH:4]([N:5]([CH:31]=[O:32])[CH2:6]1)[CH2:7]2. Reactants: C(#N)C=1C=C(SC1S(=O)(=O)C)C(=O)OC (Methyl 4-cyano-5-(methylsulfonyl)thiophene-2-carboxylate), C[O-].[Na+] (sodium methoxide). The solvent is CO (methanol). The product is C(#N)C=1C=C(SC1OC)C(=O)OC (methyl 4-cyano-5-methoxythiophene-2-carboxylate). Yield: 73.0%. As a reaction SMILES: [C:1]([C:3]1[CH:4]=[C:5]([C:12]([O:14][CH3:15])=[O:13])[S:6][C:7]=1S(C)(=O)=O)#[N:2].[CH3:16][O-:17].[Na+]>CO>[C:1]([C:3]1[CH:4]=[C:5]([C:12]([O:14][CH3:15])=[O:13])[S:6][C:7]=1[O:17][CH3:16])#[N:2] |f:1.2|. Procedure details: Methyl 4-cyano-5-(methylsulfonyl)thiophene-2-carboxylate (2 g, 8 mmol) was refluxed with 0.5 M sodium methoxide in methanol (16 mL) for 15 minutes. The solution was cooled, the crystallized solid collected on a Buchner funnel and washed with methanol (50 mL) to give methyl 4-cyano-5-methoxythiophene-2-carboxylate (1.145 g, 73%) as a solid. 1H-NMR (DMSO-d6; 300 MHz) δ8.87 (s, 1H) 4.19 (s, 3H), 3.82 (s, 3H). The reactants are ClCC1=NN=C2N1C1=C(C(=NC2)C2=C(C=CC=C2)Cl)C=CC=C1 (1-(chloromethyl)-6-(o-chlorophenyl)-4H-s-triazolo[4,3-a][1,4]benzodiazepine), [I-].[K+] (potassium iodide), CC=CCN (methylallylamine). Solvent: O1CCCC1 (tetrahydrofuran). Product: C(C=C)CNCC1=NN=C2N1C1=C(C(=NC2)C2=C(C=CC=C2)Cl)C=CC=C1 (1-[(allylmethylamino)methyl]-6-(o-chlorophenyl)-4H-s-triazolo[4,3-a][1,4]benzodiazepine). As a reaction SMILES: Cl[CH2:2][C:3]1[N:7]2[C:8]3[CH:23]=[CH:22][CH:21]=[CH:20][C:9]=3[C:10]([C:13]3[CH:18]=[CH:17][CH:16]=[CH:15][C:14]=3[Cl:19])=[N:11][CH2:12][C:6]2=[N:5][N:4]=1.[I-].[K+].[CH3:26][CH:27]=[CH:28][CH2:29][NH2:30]>O1CCCC1>[CH2:28]([CH2:29][NH:30][CH2:2][C:3]1[N:7]2[C:8]3[CH:23]=[CH:22][CH:21]=[CH:20][C:9]=3[C:10]([C:13]3[CH:18]=[CH:17][CH:16]=[CH:15][C:14]=3[Cl:19])=[N:11][CH2:12][C:6]2=[N:5][N:4]=1)[CH:27]=[CH2:26] |f:1.2|. Procedure details: In the manner given in Example 32, 1-(chloromethyl)-6-(o-chlorophenyl)-4H-s-triazolo[4,3-a][1,4]benzodiazepine, potassium iodide, and methylallylamine in tetrahydrofuran are reacted to give 1-[(allylmethylamino)methyl]-6-(o-chlorophenyl)-4H-s-triazolo[4,3-a][1,4]benzodiazepine.